From a dataset of the Open Reaction Database (ORD), a public repository of structured organic reaction records. describe an organic reaction: reactants, conditions, products, and yield Reactants: C(C=1C(C(=O)OCC=C)=CC=CC1)(=O)OCC=C (diallyl phthalate), 17, C(O)C(CC)(CO)CO (trimethylolpropane), C(C=C)(=O)O (acrylic acid), acid, COC1=CC=C(O)C=C1 (hydroquinone monomethyl ether). The solvent is O (water), petroleum ether. Product: C(C=C)(=O)O.C(C=C)(=O)O.C(O)C(CC)(CO)CO (Trimethylolpropane diacrylate). RXN SMILES: [CH2:1]([C:3]([CH2:8][OH:9])([CH2:6][OH:7])[CH2:4][CH3:5])[OH:2].[C:10]([OH:14])(=[O:13])[CH:11]=[CH2:12].COC1C=CC(O)=CC=1.C(OCC=C)(=O)[C:25]1[C:26](=CC=CC=1)[C:27]([O:29]CC=C)=[O:28]>O>[C:10]([OH:14])(=[O:13])[CH:11]=[CH2:12].[C:27]([OH:29])(=[O:28])[CH:26]=[CH2:25].[CH2:1]([C:3]([CH2:8][OH:9])([CH2:6][OH:7])[CH2:4][CH3:5])[OH:2] |f:5.6.7|. Procedure details: 2.68 kg of trimethylolpropane, 3.03 kg of acrylic acid, 0.5 kg of an acid ion exchanger (Lewatit 3333 of BAYER AG), 9 g of hydroquinone monomethyl ether and 1.5 liters of petroleum ether (boiling range 60° to 70° C) were heated under a water separator, whilst stirring, in a 10 liter three-necked flask equipped with a stirrer, water separator and gas inlet tube. At the same time, a constant stream of air was passed through the flask at about 2 liters/hour. Over the course of the entire reaction t... Starting materials: CO, CCCc1cc(C)[nH]c(=O)c1C#N, N. Yields the product CCCc1cc(C)[nH]c(=O)c1CN. As a reaction SMILES: [CH3:14][OH:15].[CH3:1][c:2]1[cH:3][c:4]([CH2:11][CH2:12][CH3:13])[c:5]([C:9]#[N:10])[c:6](=[O:8])[nH:7]1.[NH3:16]>>[CH3:1][c:2]1[cH:3][c:4]([CH2:11][CH2:12][CH3:13])[c:5]([CH2:9][NH2:10])[c:6](=[O:8])[nH:7]1.